Dataset: the Open Reaction Database (ORD), a public repository of structured organic reaction records. Task: describe an organic reaction: reactants, conditions, products, and yield Reported procedure: 99 g of phosgene was dissolved in 500 ml of ethyl acetate, then a solution of 71.6 g of 1A in 400 ml of ethyl acetate was added drop-by-drop to the stirred mixture. The mixture was stirred at reflux temperature for five hours, left standing overnight at room temperature, and filtered. The solid was dried at room temperature for two days to give dimeric 3-isocyanato-5-(1,1-dimethylethyl)-isoxazole (3A) m.p.: 165°-167° C. The product is N(=C=O)C1=NOC(=C1)C(C)(C)C (3-isocyanato-5-(1,1-dimethylethyl)-isoxazole). Starting materials: C(=O)(Cl)Cl (phosgene), NC1=NOC(=C1)C(C)(C)C (3-amino-5-(1,1-dimethylethyl)-isoxazole). Reaction conditions: time 8 hour. RXN SMILES: [C:1](Cl)(Cl)=[O:2].[NH2:5][C:6]1[CH:10]=[C:9]([C:11]([CH3:14])([CH3:13])[CH3:12])[O:8][N:7]=1>C(OCC)(=O)C>[N:5]([C:6]1[CH:10]=[C:9]([C:11]([CH3:14])([CH3:13])[CH3:12])[O:8][N:7]=1)=[C:1]=[O:2]. Solvent: C(C)(=O)OCC (ethyl acetate), C(C)(=O)OCC (ethyl acetate).